This data is from the Open Reaction Database (ORD), a public repository of structured organic reaction records. The task is: describe an organic reaction: reactants, conditions, products, and yield Solvent: C(Cl)Cl (methylene chloride), C(C)N(CC)CC (triethylamine), C(Cl)Cl (methylene chloride). Starting materials: C(C)(C)(C)N(N)C(C1=CC=C(C=C1)Cl)=O (N'-t-butyl-N'-(4-chlorobenzoyl)hydrazine), BrC=1C=NC=C(C(=O)O)C1 (5-bromonicotinic acid), CS(=O)(=O)Cl (methanesulfonyl chloride), C([O-])(O)=O.[Na+] (sodium bicarbonate). RXN SMILES: [C:1]([N:5]([C:7](=[O:15])[C:8]1[CH:13]=[CH:12][C:11]([Cl:14])=[CH:10][CH:9]=1)[NH2:6])([CH3:4])([CH3:3])[CH3:2].[Br:16][C:17]1[CH:18]=[N:19][CH:20]=[C:21]([CH:25]=1)[C:22](O)=[O:23].CS(Cl)(=O)=O.C(=O)(O)[O-].[Na+]>C(Cl)Cl.C(N(CC)CC)C>[C:1]([N:5]([C:7](=[O:15])[C:8]1[CH:9]=[CH:10][C:11]([Cl:14])=[CH:12][CH:13]=1)[NH:6][C:22](=[O:23])[C:21]1[CH:25]=[C:17]([Br:16])[CH:18]=[N:19][CH:20]=1)([CH3:4])([CH3:2])[CH3:3] |f:3.4|. Product: C(C)(C)(C)N(NC(C1=CN=CC(=C1)Br)=O)C(C1=CC=C(C=C1)Cl)=O (N'-t-butyl-N-(5-bromonicotinoyl)-N'-(4-chlorobenzoyl)hydrazine). Run at temperature 23 celsius, time 2 hour. Reported procedure: A solution of N'-t-butyl-N'-(4-chlorobenzoyl)hydrazine (0.5 g, 0.0022 mol) and 5-bromonicotinic acid (0.44 g, 0.0022 mol) in 10 ml of methylene chloride containing triethylamine (0.33 g) was added to a solution of methanesulfonyl chloride (0.25 g, 0.0022 mol) in 10 ml of methylene chloride at 0° C. The resulting mixture was stirred at 23° C. for 2 hours and then was allowed to stand overnight at 23° C. Aqueous sodium bicarbonate was added and the layers were separated. The aqueous layer was re-e... Starting materials: [O-2].[Al+3].[O-2].[O-2].[Al+3] (aluminum oxide), [O-2].[Al+3].[O-2].[O-2].[Al+3] (aluminum oxide), C(C)OC(CCCC[C-]1C=CC=C1)=O.[CH-]1C=CC=C1.[Fe+2] (5-Ferrocenylpentanoic Acid Ethyl Ester). Solvent: C(Cl)Cl (CH2Cl2), C(Cl)Cl (CH2Cl2). The product is [C-]1(C=CC=C1)CCCCCO.[CH-]1C=CC=C1.[Fe+2] (5-Ferrocenylpentanol). Reaction SMILES: [O-2].[Al+3].[O-2].[O-2].[Al+3].C([O:8][C:9](=O)[CH2:10][CH2:11][CH2:12][CH2:13][C-:14]1[CH:18]=[CH:17][CH:16]=[CH:15]1)C.[CH-:20]1[CH:24]=[CH:23][CH:22]=[CH:21]1.[Fe+2:25]>C(Cl)Cl>[C-:14]1([CH2:13][CH2:12][CH2:11][CH2:10][CH2:9][OH:8])[CH:18]=[CH:17][CH:16]=[CH:15]1.[CH-:20]1[CH:24]=[CH:23][CH:22]=[CH:21]1.[Fe+2:25] |f:0.1.2.3.4,5.6.7,9.10.11|. Reported procedure: Yield: 378 mg (89% of the theoretical) TLC: Rf (aluminum oxide, CH2Cl2)=0.2 Column chromatography: aluminum oxide, neutr. (act. III), CH2Cl2 Reactants: ClC1=CC=C(CN2C3=CC=C(C=C3C=3CCCC(C23)CC(=O)OCC)S(=O)C)C=C1 (Ethyl 9-p-chlorobenzyl-6-methylsulfinyl-1,2,3,4-tetrahydrocarbazol-1-yl-acetate), ClC1=CC(=CC=C1)C(=O)OO (m-chloro perbenzoic acid). The solvent is CCOCC (ether), C(Cl)Cl (methylene chloride). Reaction conditions: time 18 hour. Yields the product ClC1=CC=C(CN2C3=CC=C(C=C3C=3CCCC(C23)CC(=O)OCC)S(=O)(=O)C)C=C1 (Ethyl 9-p-chlorobenzyl-6-methylsulfonyl-1,2,3,4-tetrahydrocarbazol-1-yl-acetate). The yield is 44.0%. RXN SMILES: [Cl:1][C:2]1[CH:30]=[CH:29][C:5]([CH2:6][N:7]2[C:19]3[CH:18]([CH2:20][C:21]([O:23][CH2:24][CH3:25])=[O:22])[CH2:17][CH2:16][CH2:15][C:14]=3[C:13]3[C:8]2=[CH:9][CH:10]=[C:11]([S:26]([CH3:28])=[O:27])[CH:12]=3)=[CH:4][CH:3]=1.ClC1C=CC=C(C(OO)=[O:39])C=1>C(Cl)Cl.CCOCC>[Cl:1][C:2]1[CH:30]=[CH:29][C:5]([CH2:6][N:7]2[C:19]3[CH:18]([CH2:20][C:21]([O:23][CH2:24][CH3:25])=[O:22])[CH2:17][CH2:16][CH2:15][C:14]=3[C:13]3[C:8]2=[CH:9][CH:10]=[C:11]([S:26]([CH3:28])(=[O:39])=[O:27])[CH:12]=3)=[CH:4][CH:3]=1. Reported procedure: To 439 mg of ethyl 9-p-chlorobenzyl-6-methylsulfinyl-1,2,3,4-tetrahydrocarbazol-1-yl-acetate from Example 24, in 10 cc of methylene chloride was added 353 mg of m-chloro perbenzoic acid. The resulting mixture was stirred for 18 hours at room temperature. The reaction mixture was diluted with ether and washed consecutively with a solution of sodium bicarbonate, water and brine. The crude product obtained after evaporation of the organic layer was purified on silica gel by flash chromatography elu... The reactants are C(C)N (ethylamine), C(C)OC(=O)C=1C(=NSC1NC(=O)OC1=CC=CC=C1)C (4-ethoxycarbonyl-3-methyl-5-phenoxycarbonylaminoisothiazole), O (water). Solvent: C(C)O (ethanol), C(C)O (ethanol). Run at time 2 day. The product is C(C)NC(NC1=C(C(=NS1)C)C(=O)OCC)=O (3-ethyl-1-(4-ethoxycarbonyl-3-methylisothiazol-5-yl)urea). RXN SMILES: [CH2:1]([NH2:3])[CH3:2].[CH2:4]([O:6][C:7]([C:9]1[C:10]([CH3:24])=[N:11][S:12][C:13]=1[NH:14][C:15](OC1C=CC=CC=1)=[O:16])=[O:8])[CH3:5].O>C(O)C>[CH2:1]([NH:3][C:15](=[O:16])[NH:14][C:13]1[S:12][N:11]=[C:10]([CH3:24])[C:9]=1[C:7]([O:6][CH2:4][CH3:5])=[O:8])[CH3:2]. Procedure: A 50% w/v solution of ethylamine in ethanol (30 ml.) was added to a solution of 4-ethoxycarbonyl-3-methyl-5-phenoxycarbonylaminoisothiazole (prepared according to the method of Goerdeler and Horn, Chemische Berichte, 1963, 96, 1551; 30.6 g.) in warm ethanol (120 ml.). The mixture was then heated under reflux for 1 minute, and allowed to cool to ambient temperature and stand for 2 days. The mixture was then heated under reflux for 5 minutes, allowed to cool to ambient temperature and stand for 1 ... Reactants: COC1=CC=C(C=C1)C=1N=NC(=CC1C1=CC=C(C=C1)OC)Cl (3,4-bis(4-methoxyphenyl)-6-chloropyridazine), N1CCOCC1 (morpholine). Product: COC1=CC=C(C=C1)C=1N=NC(=CC1C1=CC=C(C=C1)OC)N1CCOCC1 (3,4-bis(4-methoxyphenyl)-6-(morpholino)pyridazine), powder. The yield is 79.5%. RXN SMILES: [CH3:1][O:2][C:3]1[CH:8]=[CH:7][C:6]([C:9]2[N:10]=[N:11][C:12](Cl)=[CH:13][C:14]=2[C:15]2[CH:20]=[CH:19][C:18]([O:21][CH3:22])=[CH:17][CH:16]=2)=[CH:5][CH:4]=1.[NH:24]1[CH2:29][CH2:28][O:27][CH2:26][CH2:25]1>>[CH3:1][O:2][C:3]1[CH:8]=[CH:7][C:6]([C:9]2[N:10]=[N:11][C:12]([N:24]3[CH2:29][CH2:28][O:27][CH2:26][CH2:25]3)=[CH:13][C:14]=2[C:15]2[CH:20]=[CH:19][C:18]([O:21][CH3:22])=[CH:17][CH:16]=2)=[CH:5][CH:4]=1. Procedure details: In a similar manner as in Example 2, 3,4-bis(4-methoxyphenyl)-6-chloropyridazine (125.5 mg, 0.384 mmol) and morpholine were reacted as starting materials at 100° C. for 15 hours and post-treatment was then conducted, whereby the title compound was obtained as a pale yellow crystalline powder (115.2 mg, 79.5%). Melting point: 188.0-190.3° C. (chloroform-diethylether). As a reaction SMILES: [CH3:42][CH2:43][O:44][C:45](=[O:46])[CH3:47].[CH3:48][OH:49].[Cl:14][c:15]1[cH:16][c:17]2[c:18]([c:19]([O:20][Si:21]([CH3:22])([CH3:23])[CH3:24])[n:25][c:26]([O:27][Si:28]([CH3:29])([CH3:30])[CH3:31])[n:32]2)[cH:33][cH:34]1.[Cl:1][c:2]1[cH:3][cH:4][c:5]2[c:6](=[O:13])[nH:7][c:8](=[O:12])[nH:9][c:10]2[cH:11]1.[Cl:35][CH2:36][C:37](=[O:38])[O:39][CH2:40][CH3:41]>>[Cl:1][c:2]1[cH:3][cH:4][c:5]2[c:6](=[O:13])[nH:7][c:8](=[O:12])[n:9]([CH2:36][C:37](=[O:38])[O:39][CH2:40][CH3:41])[c:10]2[cH:11]1. The product is CCOC(=O)Cn1c(=O)[nH]c(=O)c2ccc(Cl)cc21. The reactants are CCOC(C)=O, CO, C[Si](C)(C)Oc1nc(O[Si](C)(C)C)c2ccc(Cl)cc2n1, O=c1[nH]c(=O)c2ccc(Cl)cc2[nH]1, CCOC(=O)CCl. The reactants are CN(C)C=O, CCOC(=O)c1ccc(OC)c(C(=O)[O-])c1, O=C(Cl)C(=O)Cl, ClCCl, Nc1ccc(OC(F)(F)F)cc1. The product is CCOC(=O)c1ccc(OC)c(C(=O)Nc2ccc(OC(F)(F)F)cc2)c1. Reaction SMILES: [CH3:17][N:18]([CH3:19])[CH:20]=[O:21].[CH3:1][O:2][c:3]1[c:4]([C:14](=[O:15])[O-:16])[cH:5][c:6]([C:7](=[O:8])[O:9][CH2:10][CH3:11])[cH:12][cH:13]1.[Cl:22][C:23]([C:24]([Cl:25])=[O:26])=[O:27].[Cl:40][CH2:41][Cl:42].[F:28][C:29]([O:30][c:31]1[cH:32][cH:33][c:34]([NH2:35])[cH:36][cH:37]1)([F:38])[F:39]>>[CH3:1][O:2][c:3]1[c:4]([C:14](=[O:16])[NH:35][c:34]2[cH:33][cH:32][c:31]([O:30][C:29]([F:28])([F:38])[F:39])[cH:37][cH:36]2)[cH:5][c:6]([C:7](=[O:8])[O:9][CH2:10][CH3:11])[cH:12][cH:13]1. Reported procedure: To a solution of N-{4-[(1R)-1-(1H-1,2,3-triazol-5-yl)ethyl]phenyl}-4-(trifluoromethyl)-1,3-thiazol-2-amine (0.06 g, 0.18 mmol) in EtOAc (10 ml) m-CPBA (43 mg, 0.25 mmol) was added and the resulting mixture stirred at room temperature overnight. EtOAc (10 ml) was added and the organic layer was washed with water (2×10 ml) and dried over anhydrous Na2SO4 to give, after solvent evaporation, a crude which, by purification by flash chromatography (EtOAc/CH3OH 7:3) afforded the pure 5-[(1R)-1-(4-{[4-(... Yield: 40.0%. RXN SMILES: [NH:1]1[C:5]([C@@H:6]([C:8]2[CH:13]=[CH:12][C:11]([NH:14][C:15]3[S:16][CH:17]=[C:18]([C:20]([F:23])([F:22])[F:21])[N:19]=3)=[CH:10][CH:9]=2)[CH3:7])=[CH:4][N:3]=[N:2]1.CC[O:26]C(C)=O>>[F:22][C:20]([F:23])([F:21])[C:18]1[N:19]=[C:15]([NH:14][C:11]2[CH:12]=[CH:13][C:8]([C@H:6]([C:5]3[N:1]([OH:26])[N:2]=[N:3][CH:4]=3)[CH3:7])=[CH:9][CH:10]=2)[S:16][CH:17]=1. Starting materials: N1N=NC=C1[C@H](C)C1=CC=C(C=C1)NC=1SC=C(N1)C(F)(F)F (N-{4-[(1R)-1-(1H-1,2,3-triazol-5-yl)ethyl]phenyl}-4-(trifluoromethyl)-1,3-thiazol-2-amine), CCOC(=O)C (EtOAc), CCOC(=O)C (EtOAc). Conditions: time 8 hour. The product is FC(C=1N=C(SC1)NC1=CC=C(C=C1)[C@@H](C)C1=CN=NN1O)(F)F (5-[(1R)-1-(4-{[4-(trifluoromethyl)-1,3-thiazol-2-yl]amino}phenyl)ethyl]-1H-1,2,3-triazol-1-ol). Reactants: C[C@@H]1[C@@H](C[C@@H](C=2N1C(=NN2)C2(CC2)C(F)(F)F)NC(OC(C)(C)C)=O)C2=CC=CC=C2 (tert-butyl {(5R,6S,8S)-5-methyl-6-phenyl-3-[1-(trifluoromethyl)cyclopropyl]-5,6,7,8-tetrahydro[1,2,4]triazolo[4,3-a]pyridine-8-yl}carbamate), FC(C(=O)O)(F)F (trifluoroacetic acid), C([O-])(O)=O (bicarbonate). Solvent: ClCCl (dichloromethane). Run at time 30 minute. Product: C[C@@H]1[C@@H](C[C@@H](C=2N1C(=NN2)C2(CC2)C(F)(F)F)N)C2=CC=CC=C2 ((5R,6S,8S)-5-Methyl-6-phenyl-3-[1-(trifluoromethyl)cyclopropyl]-5,6,7,8-tetrahydro[1,2,4]triazolo[4,3-a]pyridine-8-amine). Yield: 36.4%. Reaction SMILES: [CH3:1][C@H:2]1[N:7]2[C:8]([C:11]3([C:14]([F:17])([F:16])[F:15])[CH2:13][CH2:12]3)=[N:9][N:10]=[C:6]2[C@@H:5]([NH:18]C(=O)OC(C)(C)C)[CH2:4][C@H:3]1[C:26]1[CH:31]=[CH:30][CH:29]=[CH:28][CH:27]=1.FC(F)(F)C(O)=O.C(=O)(O)[O-]>ClCCl>[CH3:1][C@H:2]1[N:7]2[C:8]([C:11]3([C:14]([F:15])([F:16])[F:17])[CH2:13][CH2:12]3)=[N:9][N:10]=[C:6]2[C@@H:5]([NH2:18])[CH2:4][C@H:3]1[C:26]1[CH:27]=[CH:28][CH:29]=[CH:30][CH:31]=1. Procedure: To a solution of crude tert-butyl {(5R,6S,8S)-5-methyl-6-phenyl-3-[1-(trifluoromethyl)cyclopropyl]-5,6,7,8-tetrahydro[1,2,4]triazolo[4,3-a]pyridine-8-yl}carbamate (136 mg, 0.31 mmol) in dichloromethane (3.1 mL) was added trifluoroacetic acid (721 μL, 9.4 mmol) and the resulting mixture stirred 30 min. Saturated aqueous bicarbonate was added, and the resulting mixture was extracted with ethyl acetate (3×). The combined organic extracts were washed with brine, dried over magnesium sulfate, filtere...